This data is from the Open Reaction Database (ORD), a public repository of structured organic reaction records. The task is: describe an organic reaction: reactants, conditions, products, and yield Starting materials: N#Cc1ccncc1, [Na], O=C(c1ccccc1)c1ccccc1, O, Cc1ccccc1C. The product is OC(c1ccccc1)(c1ccccc1)c1ccncc1. RXN SMILES: [C:1](#[N:2])[c:3]1[cH:4][cH:5][n:6][cH:7][cH:8]1.[Na:31].[O:9]=[C:10]([c:11]1[cH:12][cH:13][cH:14][cH:15][cH:16]1)[c:17]1[cH:18][cH:19][cH:20][cH:21][cH:22]1.[OH2:32].[c:23]1([CH3:24])[c:25]([CH3:26])[cH:27][cH:28][cH:29][cH:30]1>>[c:3]1([C:10]([OH:9])([c:11]2[cH:12][cH:13][cH:14][cH:15][cH:16]2)[c:17]2[cH:18][cH:19][cH:20][cH:21][cH:22]2)[cH:4][cH:5][n:6][cH:7][cH:8]1.